Dataset: the Open Reaction Database (ORD), a public repository of structured organic reaction records. Task: describe an organic reaction: reactants, conditions, products, and yield Reactants: ( d ), CC=1C=C(C#N)C=C(C1O)C (3,5-dimethyl-4-hydroxybenzonitrile), COC1=C(C=CC(=C1C)OC)C1=NOC(=N1)C (3-(2,4-Dimethoxy-3-methylphenyl)-5-methyl-1,2,4-oxadiazole). The product is C(#C)CCCOC1=C(C(=C(C=C1)C1=NOC(=N1)C)O)C (3-[4-(3-ethinylpropoxy)-2-hydroxy-3-methylphenyl]-5-methyl-1,2,4-oxadiazole), C(#C)CCCOC1=C(C=CC(=C1C)O)C1=NOC(=N1)C (3-[2-(3-ethinylpropoxy)-4-hydroxy-3-methylphenyl]-5-methyl-1,2,4-oxadiazole). As a reaction SMILES: [CH3:1][C:2]1C=C(C=[C:8](C)[C:9]=1O)C#N.[CH3:12][O:13][C:14]1[C:19]([CH3:20])=[C:18]([O:21][CH3:22])[CH:17]=[CH:16][C:15]=1[C:23]1[N:27]=[C:26]([CH3:28])[O:25][N:24]=1>>[C:2]([CH2:9][CH2:8][CH2:22][O:21][C:18]1[CH:17]=[CH:16][C:15]([C:23]2[N:27]=[C:26]([CH3:28])[O:25][N:24]=2)=[C:14]([OH:13])[C:19]=1[CH3:20])#[CH:1].[C:2]([CH2:9][CH2:8][CH2:12][O:13][C:14]1[C:19]([CH3:20])=[C:18]([OH:21])[CH:17]=[CH:16][C:15]=1[C:23]1[N:27]=[C:26]([CH3:28])[O:25][N:24]=1)#[CH:1]. Procedure: By following a procedure similar to that described in Example 1(a) but substituting for the 3,5-dimethyl-4-hydroxybenzonitrile an equimolar amount of the compound from Example 8, part (d), there can be obtained 3-[4-(3-ethinylpropoxy)-2-hydroxy-3-methylphenyl]-5-methyl-1,2,4-oxadiazole and its positional isomer 3-[2-(3-ethinylpropoxy)-4-hydroxy-3-methylphenyl]-5-methyl-1,2,4-oxadiazole which can be separated by conventional procedures.